This data is from the Open Reaction Database (ORD), a public repository of structured organic reaction records. The task is: describe an organic reaction: reactants, conditions, products, and yield The reactants are COc1c(C)cn2ccccc12, O=[N+]([O-])c1cccc(S(=O)(=O)Cl)c1. The product is COc1c(C)c(S(=O)(=O)c2cccc([N+](=O)[O-])c2)n2ccccc12. As a reaction SMILES: [CH3:1][O:2][c:3]1[c:4]([CH3:12])[cH:5][n:6]2[cH:7][cH:8][cH:9][cH:10][c:11]12.[N+:13](=[O:14])([O-:15])[c:16]1[cH:17][c:18]([S:22](=[O:23])(=[O:24])[Cl:25])[cH:19][cH:20][cH:21]1>>[CH3:1][O:2][c:3]1[c:4]([CH3:12])[c:5]([S:22]([c:18]2[cH:17][c:16]([N+:13](=[O:14])[O-:15])[cH:21][cH:20][cH:19]2)(=[O:23])=[O:24])[n:6]2[cH:7][cH:8][cH:9][cH:10][c:11]12. The reactants are [OH-].[Na+] (Sodium hydroxide), COC(C(S(=O)(=O)F)(F)F)=O (Methyl-2,2-difluoro-2-(fluorosulfonyl)acetate). Solvent: O (water). Conditions: temperature 0 celsius, time 30 minute. Yields the product triphenylsulfonium (1-pyrrolidonemethoxycarbonyl)-difluoromethanesulfonate, C(=O)(O)C(S(=O)(=O)[O-])(F)F.[Na+] (sodium carboxydifluoromethanesulfonate). As a reaction SMILES: [OH-:1].[Na+:2].C[O:4][C:5](=[O:13])[C:6]([F:12])([F:11])[S:7](F)(=[O:9])=[O:8]>O>[C:5]([C:6]([F:12])([F:11])[S:7]([O-:1])(=[O:9])=[O:8])([OH:4])=[O:13].[Na+:2] |f:0.1,4.5|. Procedure details: The title compound, triphenylsulfonium (1-pyrrolidonemethoxycarbonyl)-difluoromethanesulfonate was prepared as depicted in Scheme 1 above and as follows: Sodium hydroxide (6.400 g, 160 mmol) was placed in a 100 mL round-bottom flask fitted with a condenser and water (30 mL) was added. The suspension was stirred magnetically for 30 min, then cooled down to 0° C. with an ice-bath. Methyl-2,2-difluoro-2-(fluorosulfonyl)acetate (9.605 g, 50 mmol) was added dropwise over 15 min. When the addition was... Reactants: CC(=O)OCC1C(C(C(C(O1)Br)OC(=O)C)OC(=O)C)OC(=O)C (Acetobromogalactose), C(C=C)O (allyl alcohol), mercuric cyanide. Product: C(C)(=O)O[C@H]1[C@H](OCC=C)O[C@@H]([C@@H]([C@@H]1OC(C)=O)OC(C)=O)COC(C)=O (allyl β-D-galactopyranoside tetraacetate). RXN SMILES: [CH3:1][C:2]([O:4][CH2:5][CH:6]1[O:11][CH:10](Br)[CH:9]([O:13][C:14]([CH3:16])=[O:15])[CH:8]([O:17][C:18]([CH3:20])=[O:19])[CH:7]1[O:21][C:22]([CH3:24])=[O:23])=[O:3].[CH2:25]([OH:28])[CH:26]=[CH2:27]>>[C:14]([O:13][C@@H:9]1[C@@H:8]([O:17][C:18](=[O:19])[CH3:20])[C@@H:7]([O:21][C:22](=[O:23])[CH3:24])[C@@H:6]([CH2:5][O:4][C:2](=[O:3])[CH3:1])[O:11][C@H:10]1[O:28][CH2:25][CH:26]=[CH2:27])(=[O:15])[CH3:16]. Procedure: Acetobromogalactose (2,3,4,6-tetra-O-acetyl-α-D-galactopyranosyl bromide) was mixed with allyl alcohol and mercuric cyanide via the Koenigs-Knorr glycosylation to obtain allyl β-D-galactopyranoside tetraacetate. This was followed by oxidation with 3-chloroperoxybenzoic acid in dichloromethane to obtain 2,3-epoxypropyl-β-D-galactopyranoside, 2,3,4,6-0-tetracetate. Reactants: NC1=C(C(=O)NN)C=CC=C1 (2-aminobenzhydrazide), C(OCC)(OCC)OCC (triethyl orthoformate). The solvent is C(C)O (ethanol). Yields the product NN1C=NC2=CC=CC=C2C1=O (3-Amino-4(3H)-quinazolinone). RXN SMILES: [NH2:1][C:2]1[CH:11]=[CH:10][CH:9]=[CH:8][C:3]=1[C:4]([NH:6][NH2:7])=[O:5].[CH:12](OCC)(OCC)OCC>C(O)C>[NH2:7][N:6]1[C:4](=[O:5])[C:3]2[C:2](=[CH:11][CH:10]=[CH:9][CH:8]=2)[N:1]=[CH:12]1. Procedure details: A mixture of 2-aminobenzhydrazide (7.16 g, 47.4 mmol) and triethyl orthoformate (8.3 mL, 49.9 mmol) in ethanol is heated at reflux for 3.5 hours under a nitrogen atmosphere, cooled and filtered to obtain the title product as a white solid, 6.06 g (79%), mp 209°-210.5° C. Reactants: CCN=C=NCCCN(C)C, CCN(C(C)C)C(C)C, O=C(O)C(F)(F)F, NCC(=O)N1CCN(C(=O)c2cc(F)ccc2C(F)(F)F)CC1, CN(C)C=O, O, On1nnc2ccccc21, O=C(O)c1ccc(Nc2ccccc2)cc1. Yields the product O=C(NCC(=O)N1CCN(C(=O)c2cc(F)ccc2C(F)(F)F)CC1)c1ccc(Nc2ccccc2)cc1. Reaction SMILES: [CH3:26][CH2:27][N:28]=[C:29]=[N:30][CH2:31][CH2:32][CH2:33][N:34]([CH3:35])[CH3:36].[CH:1]([N:2]([CH2:3][CH3:4])[CH:5]([CH3:6])[CH3:7])([CH3:8])[CH3:9].[F:70][C:71]([F:72])([F:73])[C:74]([OH:75])=[O:76].[NH2:47][CH2:48][C:49](=[O:50])[N:51]1[CH2:52][CH2:53][N:54]([C:57]([c:58]2[c:59]([C:65]([F:66])([F:67])[F:68])[cH:60][cH:61][c:62]([F:64])[cH:63]2)=[O:69])[CH2:55][CH2:56]1.[O:77]=[CH:78][N:79]([CH3:80])[CH3:81].[OH2:82].[OH:37][n:38]1[c:39]2[c:40]([cH:41][cH:42][cH:43][cH:44]2)[n:45][n:46]1.[c:10]1([NH:16][c:17]2[cH:18][cH:19][c:20]([C:21](=[O:22])[OH:23])[cH:24][cH:25]2)[cH:11][cH:12][cH:13][cH:14][cH:15]1>>[c:10]1([NH:16][c:17]2[cH:18][cH:19][c:20]([C:21](=[O:23])[NH:47][CH2:48][C:49](=[O:50])[N:51]3[CH2:52][CH2:53][N:54]([C:57]([c:58]4[c:59]([C:65]([F:66])([F:67])[F:68])[cH:60][cH:61][c:62]([F:64])[cH:63]4)=[O:69])[CH2:55][CH2:56]3)[cH:24][cH:25]2)[cH:11][cH:12][cH:13][cH:14][cH:15]1. Starting materials: C1CCOC1, OB(O)C1CC1, COC(=O)Cc1ccc(OC)c(-c2ccc(Cl)nc2CN2C(=O)OC(c3cc(C(F)(F)F)cc(C(F)(F)F)c3)C2C)c1, [K+], [K+], O=C([O-])[O-]. The product is COC(=O)Cc1ccc(OC)c(-c2ccc(C3CC3)nc2CN2C(=O)OC(c3cc(C(F)(F)F)cc(C(F)(F)F)c3)C2C)c1. As a reaction SMILES: [CH2:55]1[O:56][CH2:57][CH2:58][CH2:59]1.[CH:43]1([B:46]([OH:47])[OH:48])[CH2:44][CH2:45]1.[F:1][C:2]([c:3]1[cH:4][c:5]([CH:13]2[CH:14]([CH3:40])[N:15]([CH2:19][c:20]3[n:21][c:22]([Cl:39])[cH:23][cH:24][c:25]3-[c:26]3[cH:27][c:28]([CH2:34][C:35](=[O:36])[O:37][CH3:38])[cH:29][cH:30][c:31]3[O:32][CH3:33])[C:16](=[O:18])[O:17]2)[cH:6][c:7]([C:9]([F:10])([F:11])[F:12])[cH:8]1)([F:41])[F:42].[K+:49].[K+:50].[O-:51][C:52]([O-:53])=[O:54]>>[F:1][C:2]([c:3]1[cH:4][c:5]([CH:13]2[CH:14]([CH3:40])[N:15]([CH2:19][c:20]3[n:21][c:22]([CH:43]4[CH2:44][CH2:45]4)[cH:23][cH:24][c:25]3-[c:26]3[cH:27][c:28]([CH2:34][C:35](=[O:36])[O:37][CH3:38])[cH:29][cH:30][c:31]3[O:32][CH3:33])[C:16](=[O:18])[O:17]2)[cH:6][c:7]([C:9]([F:10])([F:11])[F:12])[cH:8]1)([F:41])[F:42].